Dataset: the Open Reaction Database (ORD), a public repository of structured organic reaction records. Task: describe an organic reaction: reactants, conditions, products, and yield Starting materials: C(=O)([O-])[O-].[Na+].[Na+] (Na2CO3), ClC(OC1=CC=C(C=C1)NC(C1=CC(=C(C=C1)F)C1=C(C=NN1)F)=O)(F)F (N-(4-(chlorodifluoromethoxy)phenyl)-4-fluoro-3-(4-fluoro-1H-pyrazol-5-yl)benzamide), R-3-hydroxypyrrolidine, TEA. Run in CS(=O)C (DMSO), CCOC(=O)C (EtOAc). Reaction conditions: temperature 100 celsius, time 16 hour. The product is ClC(OC1=CC=C(C=C1)NC(C1=CC(=C(C=C1)N1C[C@@H](CC1)O)C1=C(C=NN1)F)=O)(F)F ((R)—N-(4-(Chlorodifluoromethoxy)phenyl)-3-(4-fluoro-1H-pyrazol-5-yl)-4-(3-hydroxypyrrolidin-1-yl)benzamide). RXN SMILES: [Cl:1][C:2]([F:27])([F:26])[O:3][C:4]1[CH:9]=[CH:8][C:7]([NH:10][C:11](=[O:25])[C:12]2[CH:17]=[CH:16][C:15](F)=[C:14]([C:19]3[NH:23][N:22]=[CH:21][C:20]=3[F:24])[CH:13]=2)=[CH:6][CH:5]=1.[C:28]([O-:31])([O-])=O.[Na+].[Na+]>CS(C)=O.CCOC(C)=O>[Cl:1][C:2]([F:27])([F:26])[O:3][C:4]1[CH:9]=[CH:8][C:7]([NH:10][C:11](=[O:25])[C:12]2[CH:17]=[CH:16][C:15]([N:10]3[CH2:7][CH2:6][C@@H:28]([OH:31])[CH2:11]3)=[C:14]([C:19]3[NH:23][N:22]=[CH:21][C:20]=3[F:24])[CH:13]=2)=[CH:6][CH:5]=1 |f:1.2.3|. Reported procedure: A mixture of N-(4-(chlorodifluoromethoxy)phenyl)-4-fluoro-3-(4-fluoro-1H-pyrazol-5-yl)benzamide (Stage 24.1, 62 mg, 0.147 mmol), R-3-hydroxypyrrolidine (0.031 mL, 0.206 mmol) and TEA (0.062 mL, 0.442 mmol) in DMSO (0.5 mL) was stirred at 100° C. for 16 h. The RM was diluted with EtOAc (30 mL), treated with sat. aq. Na2CO3 (20 mL) and extracted with EtOAc. The combined extracts were washed with water (20 mL) and brine (20 mL), dried over Na2SO4 and the solvent was evaporated off under reduced pre...